This data is from the Open Reaction Database (ORD), a public repository of structured organic reaction records. The task is: describe an organic reaction: reactants, conditions, products, and yield The reactants are O(C1=CC=CC=C1)CCCCN1CCC(CC1)CNC(=O)C1=CC2=CN=C3C=CC=C(S1)N32 (N-[1-(4-phenoxybutan-1-yl)piperidin-4-ylmethyl]-5-thia-1,8b-diazaacenaphthylene-4-carboxamide), Cl.CO (HCl methanol). The solvent is C(C)O (ethanol). The product is Cl.Cl.O(C1=CC=CC=C1)CCCCN1CCC(CC1)CNC(=O)C1=CC2=CN=C3C=CC=C(S1)N32 (N-[1-(4-phenoxybutan-1-yl)piperidin-4-ylmethyl]-5-thia-1,8b-diazaacenaphthylene-4-carboxamide Dihydrochloride). As a reaction SMILES: [O:1]([CH2:8][CH2:9][CH2:10][CH2:11][N:12]1[CH2:17][CH2:16][CH:15]([CH2:18][NH:19][C:20]([C:22]2[S:32][C:31]3[N:33]4[C:24](=[CH:25][N:26]=[C:27]4[CH:28]=[CH:29][CH:30]=3)[CH:23]=2)=[O:21])[CH2:14][CH2:13]1)[C:2]1[CH:7]=[CH:6][CH:5]=[CH:4][CH:3]=1.[ClH:34].CO>C(O)C>[ClH:34].[ClH:34].[O:1]([CH2:8][CH2:9][CH2:10][CH2:11][N:12]1[CH2:17][CH2:16][CH:15]([CH2:18][NH:19][C:20]([C:22]2[S:32][C:31]3[N:33]4[C:24](=[CH:25][N:26]=[C:27]4[CH:28]=[CH:29][CH:30]=3)[CH:23]=2)=[O:21])[CH2:14][CH2:13]1)[C:2]1[CH:7]=[CH:6][CH:5]=[CH:4][CH:3]=1 |f:1.2,4.5.6|. Procedure: To a solution of 0.3241 g (0.70 mM) of N-[1-(4-phenoxybutan-1-yl)piperidin-4-ylmethyl]-5-thia-1,8b-diazaacenaphthylene-4-carboxamide in ethanol (4 ml) was added 1.0 ml (4 mM) of 4N-HCl/methanol. The solvent was distilled off under reduced pressure and the residue was diluted with ethanol and ether. The resulting crystals were collected by filtration and rinsed with ethanol and diethyl ether to provide the title compound. Reactants: CCOC(=O)C1CN(CCCC(C#N)(c2ccccc2)C(C)C)CCN1Cc1ccccc1, CCO, [H][H]. Product: CCOC(=O)C1CN(CCCC(C#N)(c2ccccc2)C(C)C)CCN1. RXN SMILES: [CH2:1]([c:2]1[cH:3][cH:4][cH:5][cH:6][cH:7]1)[N:8]1[CH:9]([C:29](=[O:30])[O:31][CH2:32][CH3:33])[CH2:10][N:11]([CH2:14][CH2:15][CH2:16][C:17]([CH:18]([CH3:19])[CH3:20])([c:21]2[cH:22][cH:23][cH:24][cH:25][cH:26]2)[C:27]#[N:28])[CH2:12][CH2:13]1.[CH3:36][CH2:37][OH:38].[H:34][H:35]>>[NH:8]1[CH:9]([C:29](=[O:30])[O:31][CH2:32][CH3:33])[CH2:10][N:11]([CH2:14][CH2:15][CH2:16][C:17]([CH:18]([CH3:19])[CH3:20])([c:21]2[cH:22][cH:23][cH:24][cH:25][cH:26]2)[C:27]#[N:28])[CH2:12][CH2:13]1. Starting materials: NC=1C=NC=CC1N1C[C@H](C[C@H](C1)CO[Si](C)(C)C(C)(C)C)NC(OC(C)(C)C)=O (cis (+/−)-tert-butyl 1-(3-aminopyridin-4-yl)-5-((tert-butyldimethylsilyloxy)methyl)piperidin-3-ylcarbamate), BrC1=CC=C(C(=N1)C(=O)O)N (6-bromo-3-aminopicolinic acid). Yields the product NC=1C(=NC(=CC1)Br)C(=O)NC=1C=NC=CC1N1C[C@H](C[C@H](C1)CO)NC(OC(C)(C)C)=O (cis (+/−)-tert-butyl 1-(3-(3-amino-6-bromopicolinamido)pyridin-4-yl)-5-(hydroxymethyl)piperidin-3-ylcarbamate). Reaction SMILES: [NH2:1][C:2]1[CH:3]=[N:4][CH:5]=[CH:6][C:7]=1[N:8]1[CH2:13][C@H:12]([CH2:14][O:15][Si](C(C)(C)C)(C)C)[CH2:11][C@H:10]([NH:23][C:24](=[O:30])[O:25][C:26]([CH3:29])([CH3:28])[CH3:27])[CH2:9]1.[Br:31][C:32]1[N:37]=[C:36]([C:38]([OH:40])=O)[C:35]([NH2:41])=[CH:34][CH:33]=1>>[NH2:41][C:35]1[C:36]([C:38]([NH:1][C:2]2[CH:3]=[N:4][CH:5]=[CH:6][C:7]=2[N:8]2[CH2:13][C@H:12]([CH2:14][OH:15])[CH2:11][C@H:10]([NH:23][C:24](=[O:30])[O:25][C:26]([CH3:28])([CH3:27])[CH3:29])[CH2:9]2)=[O:40])=[N:37][C:32]([Br:31])=[CH:33][CH:34]=1. Procedure: Following Method 11 of Example 305, cis (+/−)-tert-butyl 1-(3-aminopyridin-4-yl)-5-((tert-butyldimethylsilyloxy)methyl)piperidin-3-ylcarbamate and 6-bromo-3-aminopicolinic acid were coupled. Following purification by RP HPLC the product fractions were allowed to stand at it overnight in the 0.1% TFA acetonitrile/water solution which removed the silyl group. Upon subsequent lyophilization, cis (+/−)-tert-butyl 1-(3-(3-amino-6-bromopicolinamido)pyridin-4-yl)-5-(hydroxymethyl)piperidin-3-ylcarbamat... The reactants are NCc1ccc(Br)cc1F, Clc1ccccc1, O=C(Cl)Cl. Product: O=C=NCc1ccc(Br)cc1F. RXN SMILES: [Br:5][c:6]1[cH:7][c:8]([F:14])[c:9]([CH2:10][NH2:11])[cH:12][cH:13]1.[Cl:15][c:16]1[cH:17][cH:18][cH:19][cH:20][cH:21]1.[Cl:1][C:2]([Cl:3])=[O:4]>>[C:2](=[O:4])=[N:11][CH2:10][c:9]1[c:8]([F:14])[cH:7][c:6]([Br:5])[cH:13][cH:12]1. Reactants: COC(=O)C=Cc1ccc(C=O)cc1, ClCCCl, [K+], [K+], NCCc1c[nH]c2ccccc12, O=C([O-])[O-]. Yields the product COC(=O)C=Cc1ccc(CNCCc2c[nH]c3ccccc23)cc1. Reaction SMILES: [CH:1](=[O:2])[c:3]1[cH:4][cH:5][c:6]([CH:9]=[CH:10][C:11](=[O:12])[O:13][CH3:14])[cH:7][cH:8]1.[Cl:33][CH2:34][CH2:35][Cl:36].[K+:27].[K+:28].[NH2:15][CH2:16][CH2:17][c:18]1[cH:19][nH:20][c:21]2[cH:22][cH:23][cH:24][cH:25][c:26]12.[O-:29][C:30]([O-:31])=[O:32]>>[CH2:1]([c:3]1[cH:4][cH:5][c:6]([CH:9]=[CH:10][C:11](=[O:12])[O:13][CH3:14])[cH:7][cH:8]1)[NH:15][CH2:16][CH2:17][c:18]1[cH:19][nH:20][c:21]2[cH:22][cH:23][cH:24][cH:25][c:26]12.